From a dataset of the Open Reaction Database (ORD), a public repository of structured organic reaction records. describe an organic reaction: reactants, conditions, products, and yield The reactants are O=C(NC1CCN(c2ccc(Br)cn2)C1)C(F)F, CC(=O)O[BH-](OC(C)=O)OC(C)=O, ClCCl, [Na+], C1CCOC1, O=C(O)C(F)(F)F. Product: FC(F)CNC1CCN(c2ccc(Br)cn2)C1. As a reaction SMILES: [Br:1][c:2]1[cH:3][cH:4][c:5]([N:8]2[CH2:9][CH:10]([NH:13][C:14]([CH:15]([F:16])[F:17])=[O:18])[CH2:11][CH2:12]2)[n:6][cH:7]1.[C:19]([O:20][BH-:21]([O:22][C:23](=[O:24])[CH3:25])[O:26][C:27](=[O:28])[CH3:29])(=[O:30])[CH3:31].[Cl:45][CH2:46][Cl:47].[Na+:32].[O:40]1[CH2:41][CH2:42][CH2:43][CH2:44]1.[OH:33][C:34]([C:35]([F:36])([F:37])[F:38])=[O:39]>>[Br:1][c:2]1[cH:3][cH:4][c:5]([N:8]2[CH2:9][CH:10]([NH:13][CH2:14][CH:15]([F:16])[F:17])[CH2:11][CH2:12]2)[n:6][cH:7]1.